This data is from the Open Reaction Database (ORD), a public repository of structured organic reaction records. The task is: describe an organic reaction: reactants, conditions, products, and yield The reactants are C1(NN=CC2=C1C=C1CCCCN21)=O (6,7,8,9-Tetrahydropyridazino[4,5-b]indolizin-1(2H)-one), BrC1=C(C=O)C(=CC=N1)Cl (2-bromo-4-chloronicotinaldehyde), C([O-])([O-])=O.[K+].[K+] (potassium carbonate), COC1=CC=NC2=C3N=CC=C(C3=CC=C12)OC (4,7-dimethoxy-1,10-phenanthroline). Reagents/catalysts: [Cu]I (copper(I) iodide). Solvent: O1CCOCC1 (1,4-dioxane). Run at temperature 90 celsius. Yields the product ClC1=CC=NC(=C1C=O)N1N=CC2=C(C=C3CCCCN23)C1=O (4-Chloro-2-(1-oxo-6,7,8,9-tetrahydropyridazino[4,5-b]indolizin-2(1H)-yl)nicotinaldehyde). Yield: 43.3%. RXN SMILES: [C:1]1(=[O:14])[C:6]2[CH:7]=[C:8]3[N:13]([C:5]=2[CH:4]=[N:3][NH:2]1)[CH2:12][CH2:11][CH2:10][CH2:9]3.Br[C:16]1[N:23]=[CH:22][CH:21]=[C:20]([Cl:24])[C:17]=1[CH:18]=[O:19].C(=O)([O-])[O-].[K+].[K+].COC1C2C(=C3C(=CC=2)C(OC)=CC=N3)N=CC=1>[Cu]I.O1CCOCC1>[Cl:24][C:20]1[C:17]([CH:18]=[O:19])=[C:16]([N:2]2[C:1](=[O:14])[C:6]3[CH:7]=[C:8]4[N:13]([C:5]=3[CH:4]=[N:3]2)[CH2:12][CH2:11][CH2:10][CH2:9]4)[N:23]=[CH:22][CH:21]=1 |f:2.3.4|. Procedure: A 100-mL single-neck round-bottomed flask equipped with a reflux condenser was charged with 1,4-dioxane (40 mL), 193e (800 mg, 3.6 mmol), 2-bromo-4-chloronicotinaldehyde (2.8 g, 12.6 mmol), and potassium carbonate (1.2 g, 8.4 mmol). After bubbling nitrogen through the resulting mixture for 30 minutes, copper(I) iodide (800 mg, 4.2 mmol) and 4,7-dimethoxy-1,10-phenanthroline (1.0 g, 4.2 mmol) were added, and the reaction mixture was heated at 90° C. for 12 h. After this time the reaction was cool... Reactants: C(=O)(OC)CC(C(=O)Cl)C (3-carbomethoxy 2-(RS) methylpropionic chloride), C(=O)(OC)C1NCC2=CC=CC=C2C1 (3-(RS) carbomethoxy 1,2,3,4-tetrahydro isoquinoline). Yields the product C(=O)(O)CC(C(=O)N1CC2=CC=CC=C2C[C@H]1C(=O)O)C (2-[3-carboxy 2-(RS) methylpropionyl] 3-(S) carboxy 1,2,3,4-tetrahydroisoquinoline). Reaction SMILES: [C:1]([CH2:5][CH:6]([CH3:10])[C:7](Cl)=[O:8])([O:3]C)=[O:2].[C:11]([CH:15]1[CH2:24][C:23]2[C:18](=[CH:19][CH:20]=[CH:21][CH:22]=2)[CH2:17][NH:16]1)([O:13]C)=[O:12]>>[C:1]([CH2:5][CH:6]([CH3:10])[C:7]([N:16]1[C@H:15]([C:11]([OH:13])=[O:12])[CH2:24][C:23]2[C:18](=[CH:19][CH:20]=[CH:21][CH:22]=2)[CH2:17]1)=[O:8])([OH:3])=[O:2]. Procedure: Using the method described in example 8, beginning from 3-carbomethoxy 2-(RS) methylpropionic chloride and 3-(RS) carbomethoxy 1,2,3,4-tetrahydro isoquinoline, the following are obtained successively: Starting materials: C(CCCCCC)C=1S(C(=CC1)CCCCCCC)(=O)=O (2,5-diheptylthiophene 1,1-dioxide), C(\C=C\C#N)#N (fumaronitrile). The solvent is C(Cl)(Cl)Cl (chloroform). Yields the product C(CCCCCC)C1=C(C(C#N)=C(C=C1)CCCCCCC)C#N (3,6-diheptylphthalonitrile). The yield is 47.2%. As a reaction SMILES: [CH2:1]([C:8]1S(=O)(=O)[C:10]([CH2:13][CH2:14][CH2:15][CH2:16][CH2:17][CH2:18][CH3:19])=[CH:11][CH:12]=1)[CH2:2][CH2:3][CH2:4][CH2:5][CH2:6][CH3:7].[C:22](#[N:27])/[CH:23]=[CH:24]/[C:25]#[N:26]>C(Cl)(Cl)Cl>[CH2:13]([C:10]1[CH:11]=[CH:12][C:8]([CH2:1][CH2:2][CH2:3][CH2:4][CH2:5][CH2:6][CH3:7])=[C:24]([C:25]#[N:26])[C:23]=1[C:22]#[N:27])[CH2:14][CH2:15][CH2:16][CH2:17][CH2:18][CH3:19]. Procedure: In a typical experiment 2,5-diheptylthiophene 1,1-dioxide (2 g, 6.4×10-3 mole) and fumaronitrile (0.5 g, 6.4×10-3 mole) in chloroform (5 ml) were heated in a sealed tube to 180° for 18 H. The contents of the tube were evaporated to dryness and chromatographed over silica (toluene as eluent) to afford 3,6-diheptylphthalonitrile (0.98 g, 47%) as a yellow solid. The material was recrystallised from ethanol to afford a colourless solid, mp 44°-46° C. 1H-nmr (CDCl3) shows S 7.52 (s, 2H); 2.85 (t, 4H)...